From a dataset of the Open Reaction Database (ORD), a public repository of structured organic reaction records. describe an organic reaction: reactants, conditions, products, and yield The reactants are N(=[N+]=[N-])C1CC(C1)(C#N)C1=NC=CC=C1 (3-azido-1-(pyridin-2-yl)cyclobutanecarbonitrile), C1(=CC=CC=C1)P(C1=CC=CC=C1)C1=CC=CC=C1 (triphenylphosphine). Run in C1CCOC1 (THF), O (water), Cl (HCl), CCOC(=O)C (EtOAc). Product: NC1CC(C1)(C#N)C1=NC=CC=C1 (3-Amino-1-(pyridin-2-yl)cyclobutanecarbonitrile). RXN SMILES: [N:1]([CH:4]1[CH2:7][C:6]([C:10]2[CH:15]=[CH:14][CH:13]=[CH:12][N:11]=2)([C:8]#[N:9])[CH2:5]1)=[N+]=[N-].C1(P(C2C=CC=CC=2)C2C=CC=CC=2)C=CC=CC=1>C1COCC1.O.Cl.CCOC(C)=O>[NH2:1][CH:4]1[CH2:7][C:6]([C:10]2[CH:15]=[CH:14][CH:13]=[CH:12][N:11]=2)([C:8]#[N:9])[CH2:5]1. Procedure details: To a solution of 3-azido-1-(pyridin-2-yl)cyclobutanecarbonitrile (3.375 g, 16.94 mmol) in THF (30 mL) and water (8 mL) was added triphenylphosphine (5.33 g, 20.33 mmol) with cooling and stirring in an ice-water bath. The mixture was stirred at RT overnight. The reaction was diluted with 1N aqueous HCl and EtOAc. The acidic aqueous layer was separated and retained. The organic layer was washed with water, and then the combined aqueous layers were washed with EtOAc and basified by addition of 6 N ...